This data is from the Open Reaction Database (ORD), a public repository of structured organic reaction records. The task is: describe an organic reaction: reactants, conditions, products, and yield The reactants are S1C=CC2=C1C=CC(=C2)[C@@H]2[C@@H]([C@H]1CC[C@@H]2C1)C(=O)N(C)C ((1S,2R,3S,4R)-3-(1-benzothien-5-yl)-N,N-dimethylbicyclo[2,2,1]heptane-2-carboxamide), C(C)(C)[N-]C(C)C.[Li+] (lithium diisopropylamide), O (water), IC (iodomethane). Procedure: To a stirred solution of (1S,2R,3S,4R)-3-(1-benzothien-5-yl)-N,N-dimethylbicyclo[2,2,1]heptane-2-carboxamide (200 mg, 0.67 mmol) in dry tetrahydrofuran (5 mL) at −78° C. was added lithium diisopropylamide (1.67 mL, 3.35 mmol). The mixture was stirred at this temperature for 1 hour before iodomethane (2.3 mL, 3.35 mmol) was added. The mixture was stirred for another 10 minutes at this temperature before it was allowed to warm to room temperature. After 1 hour, water was added and the layers were ... Conditions: time 10 minute. The product is CC=1SC2=C(C1)C=C(C=C2)[C@@H]2[C@@H]([C@H]1CC[C@@H]2C1)C(=O)N(C)C ((1S,2R,3S,4R)-3-(2-methyl-1-benzothien-5-yl)-N,N-dimethylbicyclo [2,2,1]heptane-2-carboxamide). Isolated yield 66.7%. Reaction SMILES: [S:1]1[C:5]2[CH:6]=[CH:7][C:8]([C@H:10]3[C@H:15]4[CH2:16][C@H:12]([CH2:13][CH2:14]4)[C@H:11]3[C:17]([N:19]([CH3:21])[CH3:20])=[O:18])=[CH:9][C:4]=2[CH:3]=[CH:2]1.[CH:22]([N-]C(C)C)(C)C.[Li+].IC.O>O1CCCC1>[CH3:22][C:2]1[S:1][C:5]2[CH:6]=[CH:7][C:8]([C@H:10]3[C@H:15]4[CH2:16][C@H:12]([CH2:13][CH2:14]4)[C@H:11]3[C:17]([N:19]([CH3:21])[CH3:20])=[O:18])=[CH:9][C:4]=2[CH:3]=1 |f:1.2|. Solvent: O1CCCC1 (tetrahydrofuran). Reactants: CO, Cl, [Li+], C1CCOC1, [OH-], O, O, COC(=O)C=Cc1ccc2cc[nH]c2c1. Product: O=C(O)C=Cc1ccc2cc[nH]c2c1. RXN SMILES: [CH3:20][OH:21].[ClH:19].[Li+:3].[O:22]1[CH2:23][CH2:24][CH2:25][CH2:26]1.[OH-:2].[OH2:1].[OH2:27].[nH:4]1[cH:5][cH:6][c:7]2[cH:8][cH:9][c:10]([CH:13]=[CH:14][C:15](=[O:16])[O:17][CH3:18])[cH:11][c:12]12>>[nH:4]1[cH:5][cH:6][c:7]2[cH:8][cH:9][c:10]([CH:13]=[CH:14][C:15](=[O:16])[OH:17])[cH:11][c:12]12. The reactants are CCCCCCO, C1CNCCN1, CCCCCCOc1cncc(Cl)n1, [K+], [K+], O=C([O-])[O-]. Yields the product CCCCCCOc1cncc(N2CCNCC2)n1. As a reaction SMILES: [CH2:15]([OH:16])[CH2:17][CH2:18][CH2:19][CH2:20][CH3:21].[CH2:22]1[CH2:23][NH:24][CH2:25][CH2:26][NH:27]1.[Cl:1][c:2]1[n:3][c:4]([O:8][CH2:9][CH2:10][CH2:11][CH2:12][CH2:13][CH3:14])[cH:5][n:6][cH:7]1.[K+:28].[K+:29].[O-:30][C:31]([O-:32])=[O:33]>>[c:2]1([N:24]2[CH2:23][CH2:22][NH:27][CH2:26][CH2:25]2)[n:3][c:4]([O:8][CH2:9][CH2:10][CH2:11][CH2:12][CH2:13][CH3:14])[cH:5][n:6][cH:7]1. Yields the product CCOC(=O)C(Cc1ccc(OCC=C(C)c2cc(Br)cc(Br)c2)cc1)OCC. Starting materials: CC(=CCO)c1cc(Br)cc(Br)c1, CCOC(=O)C(Cc1ccc(O)cc1)OCC. As a reaction SMILES: [Br:1][c:2]1[cH:3][c:4]([C:9](=[CH:10][CH2:11][OH:12])[CH3:13])[cH:5][c:6]([Br:8])[cH:7]1.[CH2:14]([CH3:15])[O:16][CH:17]([C:18](=[O:19])[O:20][CH2:21][CH3:22])[CH2:23][c:24]1[cH:25][cH:26][c:27]([OH:30])[cH:28][cH:29]1>>[Br:1][c:2]1[cH:3][c:4]([C:9](=[CH:10][CH2:11][O:12][c:27]2[cH:26][cH:25][c:24]([CH2:23][CH:17]([O:16][CH2:14][CH3:15])[C:18](=[O:19])[O:20][CH2:21][CH3:22])[cH:29][cH:28]2)[CH3:13])[cH:5][c:6]([Br:8])[cH:7]1. Reactants: C(C1=CC=CC=C1)N([C@H](C1=CC=CC=C1)C)[C@H]([C@@H](C(=O)OC)C)C1=CC=CC=C1 (methyl(2S,3R,αS)-3-(N-benzyl-N-αmethylbenzylamino)-2-methyl-3-phenylpropionate), [H][H] (hydrogen). Reagents/catalysts: [Pd] (palladium-on-carbon). Solvent: C(C)(=O)O (acetic acid). Product: N[C@H]([C@@H](C(=O)OC)C)C1=CC=CC=C1 (Methyl(2S,3R)-3-amino-2-methyl-3-phenylpropionate). RXN SMILES: C([N:8]([C@@H:17]([C:24]1[CH:29]=[CH:28][CH:27]=[CH:26][CH:25]=1)[C@H:18]([CH3:23])[C:19]([O:21][CH3:22])=[O:20])[C@@H](C)C1C=CC=CC=1)C1C=CC=CC=1.[H][H]>C(O)(=O)C.[Pd]>[NH2:8][C@@H:17]([C:24]1[CH:29]=[CH:28][CH:27]=[CH:26][CH:25]=1)[C@H:18]([CH3:23])[C:19]([O:21][CH3:22])=[O:20]. Procedure: A mixture of methyl(2S,3R,αS)-3-(N-benzyl-N-αmethylbenzylamino)-2-methyl-3-phenylpropionate (13.0 g, 33.55 mmol) and 10% palladium-on-carbon (13.0 g) in glacial acetic acid (260 ml) was hydrogenated under a balloon of hydrogen for 24 h. The catalyst was removed by filtration followed by evaporation and co-distillation with toluene to provide the title compound as a white solid. MS (m/z): 194.2 (M+H)+; C11H15NO2 requir. 193.3. Product: CC1CN(CC(O1)C)C1=C(C=O)C=C(C=C1)F (2-(2,6-dimethylmorpholin-4-yl)-5-fluorobenzaldehyde). Reaction SMILES: [CH3:1][C@H:2]1[O:7][C@@H:6]([CH3:8])[CH2:5][N:4]([C:9]2[CH:16]=[CH:15][C:14]([F:17])=[CH:13][C:10]=2[CH:11]=[O:12])[CH2:3]1.C[C@H]1O[C@H](C)CN(C2C=CC(F)=CC=2C=O)C1>>[CH3:1][CH:2]1[O:7][CH:6]([CH3:8])[CH2:5][N:4]([C:9]2[CH:16]=[CH:15][C:14]([F:17])=[CH:13][C:10]=2[CH:11]=[O:12])[CH2:3]1. The reactants are C[C@@H]1CN(C[C@@H](O1)C)C1=C(C=O)C=C(C=C1)F (cis-2-(2,6-dimethylmorpholin-4-yl)-5-fluorobenzaldehyde), C[C@@H]1CN(C[C@H](O1)C)C1=C(C=O)C=C(C=C1)F (trans-2-(2,6-dimethylmorpholin-4-yl)-5-fluorobenzaldehyde). Procedure details: In a manner similar to that described in Example 1 (Step 1) cis-2-(2,6-dimethylmorpholin-4-yl)-5-fluorobenzaldehyde and trans-2-(2,6-dimethylmorpholin-4-yl)-5-fluorobenzaldehyde are obtained in 24% and 6% yields as a yellow solid and a yellow oil, respectively. Cis-isomer: 1H NMR (400 MHz, CDCl3) δ 10.37, 7.50, 7.31–7.24, 7.14, 7.12, 3.97–3.86, 3.00, 2.64, 1.24; and trans-isomer: 1H NMR (400 MHz, CDCl3) δ 10.45, 7.50, 7.14, 7.12, 4.27–4.17, 3.07, 2.76, 2.74, 1.35.